Dataset: the Open Reaction Database (ORD), a public repository of structured organic reaction records. Task: describe an organic reaction: reactants, conditions, products, and yield Reaction SMILES: [CH3:27][C:28](=[O:29])[OH:30].[F:1][c:2]1[c:3]([O:4][c:5]2[c:6]3[c:7]([n:8][cH:9][n:10]2)[cH:11][c:12](-[c:14]2[cH:15][cH:16][cH:17][cH:18][cH:19]2)[nH:13]3)[cH:20][cH:21][c:22]([N+:24]([O-:25])=[O:26])[cH:23]1.[Fe:31]>>[F:1][c:2]1[c:3]([O:4][c:5]2[c:6]3[c:7]([n:8][cH:9][n:10]2)[cH:11][c:12](-[c:14]2[cH:15][cH:16][cH:17][cH:18][cH:19]2)[nH:13]3)[cH:20][cH:21][c:22]([NH2:24])[cH:23]1. The reactants are CC(=O)O, O=[N+]([O-])c1ccc(Oc2ncnc3cc(-c4ccccc4)[nH]c23)c(F)c1, [Fe]. Yields the product Nc1ccc(Oc2ncnc3cc(-c4ccccc4)[nH]c23)c(F)c1. The reactants are C1(=CC=C(C=C1)C(=O)O)C1=CC=CC=C1 (Biphenyl-4-carboxylic acid), CN(C=1OC2=C(N1)C=C(C=C2)N)C2CCN(CC2)C (rac-N2-methyl-N2-(1-methyl-piperidin-4-yl)-benzooxazole-2,5-diamine), N1=CC=CC=C1 (pyridine), C(C(=O)Cl)(=O)Cl (oxalyl chloride). Reagents/catalysts: CN(C)C=O (DMF). Solvent: C(Cl)Cl (CH2Cl2), C(Cl)Cl (CH2Cl2). Run at time 2 hour. The product is CN(C=1OC2=C(N1)C=C(C=C2)NC(=O)C2=CC=C(C=C2)C2=CC=CC=C2)C2CCN(CC2)C (Biphenyl-4-carboxylic acid {2-[methyl-(1-methyl-piperidin-4-yl)-amino]-benzooxazol-5-yl}-amide). The yield is 49.7%. Reaction SMILES: C(Cl)(=O)C(Cl)=O.[C:7]1([C:16]2[CH:21]=[CH:20][CH:19]=[CH:18][CH:17]=2)[CH:12]=[CH:11][C:10]([C:13]([OH:15])=O)=[CH:9][CH:8]=1.[CH3:22][N:23]([CH:34]1[CH2:39][CH2:38][N:37]([CH3:40])[CH2:36][CH2:35]1)[C:24]1[O:25][C:26]2[CH:32]=[CH:31][C:30]([NH2:33])=[CH:29][C:27]=2[N:28]=1.N1C=CC=CC=1>CN(C=O)C.C(Cl)Cl>[CH3:22][N:23]([CH:34]1[CH2:39][CH2:38][N:37]([CH3:40])[CH2:36][CH2:35]1)[C:24]1[O:25][C:26]2[CH:32]=[CH:31][C:30]([NH:33][C:13]([C:10]3[CH:9]=[CH:8][C:7]([C:16]4[CH:21]=[CH:20][CH:19]=[CH:18][CH:17]=4)=[CH:12][CH:11]=3)=[O:15])=[CH:29][C:27]=2[N:28]=1. Reported procedure: Add oxalyl chloride (0.20 mL, 2.30 mmol) and 3 drops of DMF to a stirring suspension of Biphenyl-4-carboxylic acid (0.240 g, 1.15 mmol) in CH2Cl2 (5.0 mL). Stir the reaction mixture at room temperature for 2 h. Concentrate the mixture in vacuo, add n-hexane, re-concentrate, and re-dissolve in CH2Cl2. Add the resultant biphenyl-4-carbonyl chloride solution to a mixture of rac-N2-methyl-N2-(1-methyl-piperidin-4-yl)-benzooxazole-2,5-diamine (0.200 g, 0.768 mmol) and pyridine (0.06 mL) in CH2Cl2 (10...